Dataset: the Open Reaction Database (ORD), a public repository of structured organic reaction records. Task: describe an organic reaction: reactants, conditions, products, and yield Reactants: C(C1=CC=CC=C1)OC=1C=C2C(=C(N(C2=CC1)C1=NC=NC2=CC(=CC=C12)Cl)C)CC(=O)OCC (ethyl 5-benzyloxy-1-(7-chloroquinazolin-4-yl)-2-methylindol-3-ylacetate), Br (hydrogen bromide), C(C)(=O)[O-].[Na+] (sodium acetate), O (water). Run in C(C)(=O)O (acetic acid), C(C)(=O)O (acetic acid). Reaction conditions: time 10 minute. Product: ClC1=CC=C2C(=NC=NC2=C1)N1C(=C(C2=CC(=CC=C12)O)CC(=O)OCC)C (ethyl 1-(7-chloroquinazolin-4-yl)-5-hydroxy-2-methylindol-3-ylacetate). Reaction SMILES: C([O:8][C:9]1[CH:10]=[C:11]2[C:15](=[CH:16][CH:17]=1)[N:14]([C:18]1[C:27]3[C:22](=[CH:23][C:24]([Cl:28])=[CH:25][CH:26]=3)[N:21]=[CH:20][N:19]=1)[C:13]([CH3:29])=[C:12]2[CH2:30][C:31]([O:33][CH2:34][CH3:35])=[O:32])C1C=CC=CC=1.Br.C([O-])(=O)C.[Na+].O>C(O)(=O)C>[Cl:28][C:24]1[CH:23]=[C:22]2[C:27]([C:18]([N:14]3[C:15]4[C:11](=[CH:10][C:9]([OH:8])=[CH:17][CH:16]=4)[C:12]([CH2:30][C:31]([O:33][CH2:34][CH3:35])=[O:32])=[C:13]3[CH3:29])=[N:19][CH:20]=[N:21]2)=[CH:26][CH:25]=1 |f:2.3|. Procedure details: A solution of ethyl 5-benzyloxy-1-(7-chloroquinazolin-4-yl)-2-methylindol-3-ylacetate (1.5g) in glacial acetic acid (5ml.) was treated with a 50% w/v solution of hydrogen bromide in glacial acetic acid (5ml.). The resulting dark red solution was stirred at room temperature for 10 minutes and then neutralised by the addition to a mixture of saturated sodium acetate solution (50ml.) and water (150ml.). The mixture was extracted with ethyl acetate (3 × 50ml.) and the extracts washed successively wi... Starting materials: C(CCC)(=O)C=1C=NC2=C(C=CC=C2C1Cl)C (3-Butyryl-4-chloro-8-methylquinoline), COC1=CC(=C(N)C=C1)C (4-methoxy-2-methylaniline). Run in O1CCOCC1 (1,4-dioxan). The product is C(CCC)(=O)C=1C=NC2=C(C=CC=C2C1NC1=C(C=C(C=C1)OC)C)C (3-butyryl-4-(4-methoxy-2-methylphenylamino)-8-methylquinoline). The yield is 76.1%. RXN SMILES: [C:1]([C:6]1[CH:7]=[N:8][C:9]2[C:14]([C:15]=1Cl)=[CH:13][CH:12]=[CH:11][C:10]=2[CH3:17])(=[O:5])[CH2:2][CH2:3][CH3:4].[CH3:18][O:19][C:20]1[CH:26]=[CH:25][C:23]([NH2:24])=[C:22]([CH3:27])[CH:21]=1>O1CCOCC1>[C:1]([C:6]1[CH:7]=[N:8][C:9]2[C:14]([C:15]=1[NH:24][C:23]1[CH:25]=[CH:26][C:20]([O:19][CH3:18])=[CH:21][C:22]=1[CH3:27])=[CH:13][CH:12]=[CH:11][C:10]=2[CH3:17])(=[O:5])[CH2:2][CH2:3][CH3:4]. Reported procedure: 3-Butyryl-4-chloro-8-methylquinoline (4.95 g, 20 mmol), 4-methoxy-2-methylaniline (5.15 ml, 40 mmol) and 1,4-dioxan (20 ml) were heated at reflux for 1 hour, the solvent evaporated, the residue taken up in dichloromethane, washed with aqueous sodium bicarbonate, dried and evaporated. Recrystallisation from methanol gave 3-butyryl-4-(4-methoxy-2-methylphenylamino)-8-methylquinoline (5.30 g), m.p. 114°-115°.